Dataset: the Open Reaction Database (ORD), a public repository of structured organic reaction records. Task: describe an organic reaction: reactants, conditions, products, and yield Starting materials: BrC1=CC=C(C=C1)C1=C(C(=NO1)C)CSCCC1=CC=CC=C1 (5-(4-bromo-phenyl)-3-methyl-4-phenethylsulfanylmethyl-isoxazole), C(C)OC(=O)[C@H]1[C@H](C1)C1=CC=C(C=C1)B1OC(C(O1)(C)C)(C)C ((cis)-2-[4-(4,4,5,5-tetramethyl-[1,3,2]dioxaborolan-2-yl)-phenyl]-cyclopropanecarboxylic acid ethyl ester). Product: C(C)OC(=O)[C@H]1[C@H](C1)C1=CC=C(C=C1)C1=CC=C(C=C1)C1=C(C(=NO1)C)CSCCC1=CC=CC=C1 ((cis)-2-[4′-(3-Methyl-4-phenethylsulfanylmethyl-isoxazol-5-yl)-biphenyl-4-yl]-cyclopropanecarboxylic acid ethyl ester). RXN SMILES: Br[C:2]1[CH:7]=[CH:6][C:5]([C:8]2[O:12][N:11]=[C:10]([CH3:13])[C:9]=2[CH2:14][S:15][CH2:16][CH2:17][C:18]2[CH:23]=[CH:22][CH:21]=[CH:20][CH:19]=2)=[CH:4][CH:3]=1.[CH2:24]([O:26][C:27]([C@@H:29]1[CH2:31][C@@H:30]1[C:32]1[CH:37]=[CH:36][C:35](B2OC(C)(C)C(C)(C)O2)=[CH:34][CH:33]=1)=[O:28])[CH3:25]>>[CH2:24]([O:26][C:27]([C@@H:29]1[CH2:31][C@@H:30]1[C:32]1[CH:37]=[CH:36][C:35]([C:2]2[CH:7]=[CH:6][C:5]([C:8]3[O:12][N:11]=[C:10]([CH3:13])[C:9]=3[CH2:14][S:15][CH2:16][CH2:17][C:18]3[CH:23]=[CH:22][CH:21]=[CH:20][CH:19]=3)=[CH:4][CH:3]=2)=[CH:34][CH:33]=1)=[O:28])[CH3:25]. Procedure details: Prepared according to the procedure described in Example 3, Step 5, using 5-(4-bromo-phenyl)-3-methyl-4-phenethylsulfanylmethyl-isoxazole and (cis)-2-[4-(4,4,5,5-tetramethyl-[1,3,2]dioxaborolan-2-yl)-phenyl]-cyclopropanecarboxylic acid ethyl ester. The reactants are FC(C(F)F)(OC=1C=C(C(=O)O)C=CC1)F (3-(1,1,2,2-tetrafluoroethoxy)benzoic acid), NC=1C=C(OC=2C=CC=3N(N2)C=C(N3)NC(=O)C3CC3)C=CC1 (N-[6-(3-aminophenoxy)imidazo[1,2-b]pyridazin-2-yl]cyclopropanecarboxamide), C(C(=O)Cl)(=O)Cl (oxalyl chloride), O1CCCC1 (tetrahydrofuran). Reagents/catalysts: CN(C=O)C (N,N-dimethylformamide). Solvent: CN1C(CCC1)=O (N-methylpyrrolidone). Product: C1(CC1)C(=O)NC=1N=C2N(N=C(C=C2)OC=2C=C(C=CC2)NC(C2=CC(=CC=C2)OC(C(F)F)(F)F)=O)C1 (N-[3-({2-[(cyclopropylcarbonyl)amino]imidazo[1,2-b]pyridazin-6-yl}oxy)phenyl]-3-(1,1,2,2-tetrafluoroethoxy)benzamide). The yield is 33.4%. As a reaction SMILES: [F:1][C:2]([F:16])([O:6][C:7]1[CH:8]=[C:9]([CH:13]=[CH:14][CH:15]=1)[C:10]([OH:12])=O)[CH:3]([F:5])[F:4].C(Cl)(=O)C(Cl)=O.O1CCCC1.[NH2:28][C:29]1[CH:30]=[C:31]([CH:48]=[CH:49][CH:50]=1)[O:32][C:33]1[CH:34]=[CH:35][C:36]2[N:37]([CH:39]=[C:40]([NH:42][C:43]([CH:45]3[CH2:47][CH2:46]3)=[O:44])[N:41]=2)[N:38]=1>CN(C)C=O.CN1CCCC1=O>[CH:45]1([C:43]([NH:42][C:40]2[N:41]=[C:36]3[CH:35]=[CH:34][C:33]([O:32][C:31]4[CH:30]=[C:29]([NH:28][C:10](=[O:12])[C:9]5[CH:13]=[CH:14][CH:15]=[C:7]([O:6][C:2]([F:1])([F:16])[CH:3]([F:4])[F:5])[CH:8]=5)[CH:50]=[CH:49][CH:48]=4)=[N:38][N:37]3[CH:39]=2)=[O:44])[CH2:46][CH2:47]1. Procedure: Using 3-(1,1,2,2-tetrafluoroethoxy)benzoic acid (74 mg, 0.31 mmol), oxalyl chloride (33 μL, 0.39 mmol), N,N-dimethylformamide (1 drop), tetrahydrofuran (3.0 mL), N-[6-(3-aminophenoxy)imidazo[1,2-b]pyridazin-2-yl]cyclopropanecarboxamide (80 mg, 0.26 mmol) and N-methylpyrrolidone (2.0 mL) as starting materials and in the same manner as in Example 335, the title compound (46 mg, 34%) was obtained as a white powder. The reactants are O=C([O-])[O-], C=CCBr, CC(C)=O, Oc1ccccc1-c1c(Cl)cccc1Cl, [K+], [K+], O. Yields the product C=CCOc1ccccc1-c1c(Cl)cccc1Cl. RXN SMILES: [C:16](=[O:17])([O-:18])[O-:19].[CH2:22]([CH:23]=[CH2:24])[Br:25].[CH3:27][C:28](=[O:29])[CH3:30].[Cl:1][c:2]1[c:3](-[c:9]2[c:10]([OH:15])[cH:11][cH:12][cH:13][cH:14]2)[c:4]([Cl:8])[cH:5][cH:6][cH:7]1.[K+:20].[K+:21].[OH2:26]>>[Cl:1][c:2]1[c:3](-[c:9]2[c:10]([O:15][CH2:24][CH:23]=[CH2:22])[cH:11][cH:12][cH:13][cH:14]2)[c:4]([Cl:8])[cH:5][cH:6][cH:7]1. Reactants: ClC1=NC=NC(=C1C)C1=CC=C(C=C1)Cl (4-chloro-6-(4-chlorophenyl)-5-methylpyrimidine), C(CCC)NCC1=CC(=C(OCC(=O)OCC)C=C1)C (ethyl {4-[(butylamino)methyl]-2-methylphenoxy}acetate), C(CCC)N(C1=NC=NC(=C1C)C1=CC=C(C=C1)OC)CC1=CC(=C(OCC(=O)OCC)C=C1)C (Ethyl [4-({butyl[6-(4-methoxyphenyl)-5-methylpyrimidin-4-yl]amino}methyl)-2-methylphenoxy]acetate). Yields the product C(CCC)N(C1=NC=NC(=C1C)C1=CC=C(C=C1)Cl)CC1=CC(=C(OCC(=O)OCC)C=C1)C (Ethyl [4-({butyl[6-(4-chlorophenyl)-5-methylpyrimidin-4-yl]amino}methyl)-2-methylphenoxy]acetate). RXN SMILES: Cl[C:2]1[C:7]([CH3:8])=[C:6]([C:9]2[CH:14]=[CH:13][C:12]([Cl:15])=[CH:11][CH:10]=2)[N:5]=[CH:4][N:3]=1.[CH2:16]([NH:20][CH2:21][C:22]1[CH:34]=[CH:33][C:25]([O:26][CH2:27][C:28]([O:30][CH2:31][CH3:32])=[O:29])=[C:24]([CH3:35])[CH:23]=1)[CH2:17][CH2:18][CH3:19].C(N(CC1C=CC(OCC(OCC)=O)=C(C)C=1)C1C(C)=C(C2C=CC(OC)=CC=2)N=CN=1)CCC>>[CH2:16]([N:20]([CH2:21][C:22]1[CH:34]=[CH:33][C:25]([O:26][CH2:27][C:28]([O:30][CH2:31][CH3:32])=[O:29])=[C:24]([CH3:35])[CH:23]=1)[C:2]1[C:7]([CH3:8])=[C:6]([C:9]2[CH:14]=[CH:13][C:12]([Cl:15])=[CH:11][CH:10]=2)[N:5]=[CH:4][N:3]=1)[CH2:17][CH2:18][CH3:19]. Reported procedure: Prepared from 4-chloro-6-(4-chlorophenyl)-5-methylpyrimidine and ethyl {4-[(butylamino)methyl]-2-methylphenoxy}acetate using the procedure of Intermediate 67. Product: CCOC(=O)CCCc1ccc(-c2ccccc2)cc1. Reaction SMILES: [CH2:1]([SiH:2]([CH2:3][CH3:4])[CH2:5][CH3:6])[CH3:7].[OH2:36].[OH:29][C:30]([C:31]([F:32])([F:33])[F:34])=[O:35].[c:8]1(-[c:14]2[cH:15][cH:16][c:17]([C:18](=[O:19])[CH2:20][CH2:21][C:22](=[O:23])[O:24][CH2:25][CH3:26])[cH:27][cH:28]2)[cH:9][cH:10][cH:11][cH:12][cH:13]1>>[c:8]1(-[c:14]2[cH:15][cH:16][c:17]([CH2:18][CH2:20][CH2:21][C:22](=[O:23])[O:24][CH2:25][CH3:26])[cH:27][cH:28]2)[cH:9][cH:10][cH:11][cH:12][cH:13]1. Starting materials: CC[SiH](CC)CC, O, O=C(O)C(F)(F)F, CCOC(=O)CCC(=O)c1ccc(-c2ccccc2)cc1. Starting materials: COC(=O)COc1cc(C)cc(-c2cccc(C#N)c2)c1, ClC(Cl)(Cl)Cl, N#Cc1cccc(B(O)O)c1, Cc1ccccc1, CO, [Na+], [Na+], O=C([O-])[O-], O=C1CCC(=O)N1Br, c1ccc(P(c2ccccc2)(c2ccccc2)[Pd](P(c2ccccc2)(c2ccccc2)c2ccccc2)(P(c2ccccc2)(c2ccccc2)c2ccccc2)P(c2ccccc2)(c2ccccc2)c2ccccc2)cc1. The product is COC(=O)COc1cc(CBr)cc(-c2cccc(C#N)c2)c1. Reaction SMILES: [C:18](#[N:19])[c:20]1[cH:21][c:22](-[c:26]2[cH:27][c:28]([O:33][CH2:34][C:35](=[O:36])[O:37][CH3:38])[cH:29][c:30]([CH3:32])[cH:31]2)[cH:23][cH:24][cH:25]1.[C:56]([Cl:57])([Cl:58])([Cl:59])[Cl:60].[C:7]([c:8]1[cH:9][c:10]([B:11]([OH:12])[OH:13])[cH:14][cH:15][cH:16]1)#[N:17].[CH3:47][c:48]1[cH:49][cH:50][cH:51][cH:52][cH:53]1.[CH3:54][OH:55].[Na+:1].[Na+:2].[O-:3][C:4](=[O:5])[O-:6].[O:39]=[C:40]1[N:41]([Br:46])[C:42](=[O:43])[CH2:44][CH2:45]1.[cH:61]1[cH:62][cH:63][c:64]([P:65]([Pd:66]([P:67]([c:68]2[cH:69][cH:70][cH:71][cH:72][cH:73]2)([c:74]2[cH:75][cH:76][cH:77][cH:78][cH:79]2)[c:80]2[cH:81][cH:82][cH:83][cH:84][cH:85]2)([P:86]([c:87]2[cH:88][cH:89][cH:90][cH:91][cH:92]2)([c:93]2[cH:94][cH:95][cH:96][cH:97][cH:98]2)[c:99]2[cH:100][cH:101][cH:102][cH:103][cH:104]2)[P:105]([c:106]2[cH:107][cH:108][cH:109][cH:110][cH:111]2)([c:112]2[cH:113][cH:114][cH:115][cH:116][cH:117]2)[c:118]2[cH:119][cH:120][cH:121][cH:122][cH:123]2)([c:124]2[cH:125][cH:126][cH:127][cH:128][cH:129]2)[c:130]2[cH:131][cH:132][cH:133][cH:134][cH:135]2)[cH:136][cH:137]1>>[C:18](#[N:19])[c:20]1[cH:21][c:22](-[c:26]2[cH:27][c:28]([O:33][CH2:34][C:35](=[O:36])[O:37][CH3:38])[cH:29][c:30]([CH2:32][Br:46])[cH:31]2)[cH:23][cH:24][cH:25]1.